The task is: describe an organic reaction: reactants, conditions, products, and yield. This data is from the Open Reaction Database (ORD), a public repository of structured organic reaction records. The reactants are CCCCBr, Cc1ccccc1, Cc1nc2ccccc2[nH]1, [Na+], [OH-]. The product is CCCCn1c(C)nc2ccccc21. Reaction SMILES: [Br:11][CH2:12][CH2:13][CH2:14][CH3:15].[CH3:18][c:19]1[cH:20][cH:21][cH:22][cH:23][cH:24]1.[CH3:1][c:2]1[nH:3][c:4]2[c:5]([n:6]1)[cH:7][cH:8][cH:9][cH:10]2.[Na+:17].[OH-:16]>>[CH3:1][c:2]1[n:3]([CH2:12][CH2:13][CH2:14][CH3:15])[c:4]2[c:5]([n:6]1)[cH:7][cH:8][cH:9][cH:10]2. Starting materials: CCOC(=O)COc1ccc(CCNC(C)C(O)c2ccc(O)cc2)cc1Br, CCO, Cl, [Na+], [OH-]. The product is CC(NCCc1ccc(OCC(=O)O)c(Br)c1)C(O)c1ccc(O)cc1. As a reaction SMILES: [Br:1][c:2]1[c:3]([O:4][CH2:5][C:6](=[O:7])[O:8][CH2:9][CH3:10])[cH:11][cH:12][c:13]([CH2:15][CH2:16][NH:17][CH:18]([CH:19]([c:20]2[cH:21][cH:22][c:23]([OH:26])[cH:24][cH:25]2)[OH:27])[CH3:28])[cH:14]1.[CH3:32][CH2:33][OH:34].[ClH:31].[Na+:30].[OH-:29]>>[Br:1][c:2]1[c:3]([O:4][CH2:5][C:6](=[O:7])[OH:8])[cH:11][cH:12][c:13]([CH2:15][CH2:16][NH:17][CH:18]([CH:19]([c:20]2[cH:21][cH:22][c:23]([OH:26])[cH:24][cH:25]2)[OH:27])[CH3:28])[cH:14]1. Reactants: COC(=O)CBr, CC(N)c1ccccc1, CC#N, CCOC(C)=O, CCN(C(C)C)C(C)C. The product is COC(=O)CNC(C)c1ccccc1. Reaction SMILES: [Br:19][CH2:20][C:21](=[O:22])[O:23][CH3:24].[CH3:1][CH:2]([c:3]1[cH:4][cH:5][cH:6][cH:7][cH:8]1)[NH2:9].[CH3:25][C:26]#[N:27].[CH3:28][CH2:29][O:30][C:31](=[O:32])[CH3:33].[CH:10]([N:11]([CH:12]([CH3:13])[CH3:14])[CH2:15][CH3:16])([CH3:17])[CH3:18]>>[CH3:1][CH:2]([c:3]1[cH:4][cH:5][cH:6][cH:7][cH:8]1)[NH:9][CH2:20][C:21](=[O:22])[O:23][CH3:24]. The reactants are C(CC#C)O (3-butyn-1-ol), NC1=C2C(C(=O)NC2=O)=C(C=C1)C=1N(C2=CC=CC=C2C1I)C(=O)OC(C)(C)C (3-Amino-6-[1-(tert-butoxycarbonyl)-3-iodoindol-2-yl]phtalimide), O (water). The reagents and catalysts are Cl[Pd]([P](C1=CC=CC=C1)(C2=CC=CC=C2)C3=CC=CC=C3)([P](C4=CC=CC=C4)(C5=CC=CC=C5)C6=CC=CC=C6)Cl (bis(triphenylphosphine)dichloropalladium), [Cu](I)I (copper iodide). The solvent is C(C)NCC (diethylamine). Reaction conditions: temperature 50 celsius, time 3.7 hour. Product: NC1=C2C(C(=O)NC2=O)=C(C=C1)C=1N(C2=CC=CC=C2C1C#CCCO)C(=O)OC(C)(C)C (3-amino-6-[1-(tert-butoxycarbonyl)-3-(4-hydroxy-1-butynyl)indol-2-yl]phtalimide). Yield: 86.6%. RXN SMILES: [NH2:1][C:2]1[CH:12]=[CH:11][C:10]([C:13]2[N:14]([C:23]([O:25][C:26]([CH3:29])([CH3:28])[CH3:27])=[O:24])[C:15]3[C:20]([C:21]=2I)=[CH:19][CH:18]=[CH:17][CH:16]=3)=[C:4]2[C:5]([NH:7][C:8](=[O:9])[C:3]=12)=[O:6].[CH2:30]([OH:34])[CH2:31][C:32]#[CH:33].O>C(NCC)C.Cl[Pd](Cl)([P](C1C=CC=CC=1)(C1C=CC=CC=1)C1C=CC=CC=1)[P](C1C=CC=CC=1)(C1C=CC=CC=1)C1C=CC=CC=1.[Cu](I)I>[NH2:1][C:2]1[CH:12]=[CH:11][C:10]([C:13]2[N:14]([C:23]([O:25][C:26]([CH3:29])([CH3:28])[CH3:27])=[O:24])[C:15]3[C:20]([C:21]=2[C:33]#[C:32][CH2:31][CH2:30][OH:34])=[CH:19][CH:18]=[CH:17][CH:16]=3)=[C:4]2[C:5]([NH:7][C:8](=[O:9])[C:3]=12)=[O:6] |^1:43,62|. Reported procedure: 3-Amino-6-[1-(tert-butoxycarbonyl)-3-iodoindol-2-yl]phtalimide (150 mg, 0.298 mmol) was dissolved in diethylamine (7.5 mL), and the solution was added with bis(triphenylphosphine)dichloropalladium (16.7 mg, 0.0234 mmol), copper iodide (11.4 mg, 0.0596 mmol) and 3-butyn-1-ol (0.226 mL, 2.98 mmol), followed by stirring at 50° C. for 3.7 hours under argon atmosphere. The reaction mixture was added with water and extracted with ethyl acetate. The organic layer was washed with saturated brine and dri... Reactants: C1CCOC1, COC(=O)c1ccc(Cc2c(C(=O)OC)n(-c3ccccc3)c3nc(C)ccc3c2=O)cn1, CCOC(C)=O, [Li+], [OH-], O, O. Yields the product COC(=O)c1c(Cc2ccc(C(=O)O)nc2)c(=O)c2ccc(C)nc2n1-c1ccccc1. Reaction SMILES: [CH2:38]1[O:39][CH2:40][CH2:41][CH2:42]1.[CH3:1][O:2][C:3](=[O:4])[c:5]1[n:6](-[c:28]2[cH:29][cH:30][cH:31][cH:32][cH:33]2)[c:7]2[n:8][c:9]([CH3:27])[cH:10][cH:11][c:12]2[c:13](=[O:26])[c:14]1[CH2:15][c:16]1[cH:17][n:18][c:19]([C:22](=[O:23])[O:24][CH3:25])[cH:20][cH:21]1.[CH3:43][CH2:44][O:45][C:46]([CH3:47])=[O:48].[Li+:35].[OH-:34].[OH2:36].[OH2:37]>>[CH3:1][O:2][C:3](=[O:4])[c:5]1[n:6](-[c:28]2[cH:29][cH:30][cH:31][cH:32][cH:33]2)[c:7]2[n:8][c:9]([CH3:27])[cH:10][cH:11][c:12]2[c:13](=[O:26])[c:14]1[CH2:15][c:16]1[cH:17][n:18][c:19]([C:22](=[O:23])[OH:24])[cH:20][cH:21]1.